Task: describe an organic reaction: reactants, conditions, products, and yield. Dataset: the Open Reaction Database (ORD), a public repository of structured organic reaction records Reactants: BrC=1C=CC(=NC1C)N (5-bromo-6-methyl-pyridin-2-ylamine), N(=O)[O-].[Na+] (NaNO2), Cl (HCl), [OH-].[Na+] (NaOH). Conditions: temperature 0 celsius, time 2 hour. Product: BrC=1C(=NC(=CC1)Cl)C (3-Bromo-6-chloro-2-methyl-pyridine). Yield: 28.0%. Reaction SMILES: [Br:1][C:2]1[CH:3]=[CH:4][C:5](N)=[N:6][C:7]=1[CH3:8].N([O-])=O.[Na+].[OH-].[Na+].[ClH:16]>>[Br:1][C:2]1[C:7]([CH3:8])=[N:6][C:5]([Cl:16])=[CH:4][CH:3]=1 |f:1.2,3.4|. Reported procedure: To a solution of 5-bromo-6-methyl-pyridin-2-ylamine (2.0 g, 10.6 mmol) in concentrated HCl (10 mL) was added NaNO2 (1.1 g, 15.9 mmol) at room temperature. The reaction was stirred for 2 hours, then cooled to 0° C., made basic with NaOH and extracted with Et2O. The Et2O layer was dried (MgSO4) and concentrated in vacuo to give 55A (0.63 g, 28%). HPLC Rt=2.29 min.